Dataset: the Open Reaction Database (ORD), a public repository of structured organic reaction records. Task: describe an organic reaction: reactants, conditions, products, and yield Reactants: C(C)OC(C=1OC2=C(C1)C=CC(=C2)C(=O)O)OCC (2-(Diethoxymethyl)-1-benzofuran-6-carboxylic acid), Cl.Cl.N[C@H]1CN2CCC1CC2 ((R)-3-aminoquinuclidine dihydrochloride). Product: Cl.N12C[C@@H](C(CC1)CC2)NC(=O)C2=CC1=C(C=C(O1)C(OCC)OCC)C=C2 (N-[(3R)-1-azabicyclo[2.2.2]oct-3-yl]-2-(diethoxymethyl)-1-benzofuran-6-carboxamide hydrochloride). Isolated yield 69.9%. Reaction SMILES: [CH2:1]([O:3][CH:4]([O:17][CH2:18][CH3:19])[C:5]1[O:6][C:7]2[CH:13]=[C:12]([C:14]([OH:16])=O)[CH:11]=[CH:10][C:8]=2[CH:9]=1)[CH3:2].[ClH:20].Cl.[NH2:22][C@@H:23]1[CH:28]2[CH2:29][CH2:30][N:25]([CH2:26][CH2:27]2)[CH2:24]1>>[ClH:20].[N:25]12[CH2:30][CH2:29][CH:28]([CH2:27][CH2:26]1)[C@@H:23]([NH:22][C:14]([C:12]1[CH:11]=[CH:10][C:8]3[CH:9]=[C:5]([CH:4]([O:3][CH2:1][CH3:2])[O:17][CH2:18][CH3:19])[O:6][C:7]=3[CH:13]=1)=[O:16])[CH2:24]2 |f:1.2.3,4.5|. Procedure details: 2-(Diethoxymethyl)-1-benzofuran-6-carboxylic acid (264 mg, 1.0 mmol) is coupled with (R)-3-aminoquinuclidine dihydrochloride (219 mg, 1.1 mmol) and salt made according to Method A with non-critical changes to afford 286 mg (70%) of N-[(3R)-1-azabicyclo[2.2.2]oct-3-yl]-2-(diethoxymethyl)-1-benzofuran-6-carboxamide hydrochloride as a white solid. HRMS (FAB) calcd for C21H28N2O4+H: 373.2127, found 373.2121 (M+H)+.